Dataset: the Open Reaction Database (ORD), a public repository of structured organic reaction records. Task: describe an organic reaction: reactants, conditions, products, and yield Reactants: Clc1ccc(C23CNCC2C3)cc1, O=C(Cl)c1ccc(Cl)cc1, [Na+], [Na+], O=C([O-])[O-], c1ccccc1. The product is O=C(c1ccc(Cl)cc1)N1CC2CC2(c2ccc(Cl)cc2)C1. Reaction SMILES: [Cl:1][c:2]1[cH:3][cH:4][c:5]([C:8]23[CH2:9][NH:10][CH2:11][CH:12]2[CH2:13]3)[cH:6][cH:7]1.[Cl:20][c:21]1[cH:22][cH:23][c:24]([C:25](=[O:26])[Cl:27])[cH:28][cH:29]1.[Na+:14].[Na+:15].[O-:16][C:17](=[O:18])[O-:19].[cH:30]1[cH:31][cH:32][cH:33][cH:34][cH:35]1>>[Cl:1][c:2]1[cH:3][cH:4][c:5]([C:8]23[CH2:9][N:10]([C:25]([c:24]4[cH:23][cH:22][c:21]([Cl:20])[cH:29][cH:28]4)=[O:26])[CH2:11][CH:12]2[CH2:13]3)[cH:6][cH:7]1.